From a dataset of the Open Reaction Database (ORD), a public repository of structured organic reaction records. describe an organic reaction: reactants, conditions, products, and yield Reactants: Brc1ccc(CN2CCNCC2)nc1, C1CCOC1, CC(C)=O, CC(=O)O, ClCCl, [Na+], [OH-], O. Yields the product CC(C)N1CCN(Cc2ccc(Br)cn2)CC1. RXN SMILES: [Br:1][c:2]1[cH:3][cH:4][c:5]([CH2:8][N:9]2[CH2:10][CH2:11][NH:12][CH2:13][CH2:14]2)[n:6][cH:7]1.[CH2:25]1[O:26][CH2:27][CH2:28][CH2:29]1.[CH3:15][C:16]([CH3:17])=[O:18].[CH3:19][C:20](=[O:21])[OH:22].[Cl:31][CH2:32][Cl:33].[Na+:24].[OH-:23].[OH2:30]>>[Br:1][c:2]1[cH:3][cH:4][c:5]([CH2:8][N:9]2[CH2:10][CH2:11][N:12]([CH:16]([CH3:15])[CH3:17])[CH2:13][CH2:14]2)[n:6][cH:7]1. Starting materials: IC1=CC(=NN1C1=CC=CC=C1)N (5-iodo-1-phenyl-1H-pyrazol-3-ylamine), C(CCC)C=1C=C(C=CC1)B1OC(C(O1)(C)C)(C)C (2-(3-butylphenyl)-4,4,5,5-tetramethyl-[1,3,2]dioxaborolane), aqueous solution, C([O-])([O-])=O.[Na+].[Na+] (sodium carbonate), C1(CCCCC1)P(C1CCCCC1)C1CCCCC1 (tricyclohexylphosphine), C(O)([O-])=O.[Na+] (sodium hydrogen carbonate). Reagents/catalysts: C(C)(=O)[O-].[Pd+2].C(C)(=O)[O-] (palladium acetate). The solvent is COCCOC (1,2-dimethoxyethane). Product: C(CCC)C=1C=C(C=CC1)C1=CC(=NN1C1=CC=CC=C1)N (5-(3-Butylphenyl)-1-phenyl-1H-pyrazol-3-ylamine). Isolated yield 86.1%. As a reaction SMILES: I[C:2]1[N:6]([C:7]2[CH:12]=[CH:11][CH:10]=[CH:9][CH:8]=2)[N:5]=[C:4]([NH2:13])[CH:3]=1.[CH2:14]([C:18]1[CH:19]=[C:20](B2OC(C)(C)C(C)(C)O2)[CH:21]=[CH:22][CH:23]=1)[CH2:15][CH2:16][CH3:17].C(=O)([O-])[O-].[Na+].[Na+].C1(P(C2CCCCC2)C2CCCCC2)CCCCC1.C(=O)([O-])O.[Na+]>COCCOC.C([O-])(=O)C.[Pd+2].C([O-])(=O)C>[CH2:14]([C:18]1[CH:23]=[C:22]([C:2]2[N:6]([C:7]3[CH:12]=[CH:11][CH:10]=[CH:9][CH:8]=3)[N:5]=[C:4]([NH2:13])[CH:3]=2)[CH:21]=[CH:20][CH:19]=1)[CH2:15][CH2:16][CH3:17] |f:2.3.4,6.7,9.10.11|. Reported procedure: To a solution of 5-iodo-1-phenyl-1H-pyrazol-3-ylamine (1.00 g) prepared according to the same procedures as Preparation 2 in 1,2-dimethoxyethane (20 ml) were sequentially added 2-(3-butylphenyl)-4,4,5,5-tetramethyl-[1,3,2]dioxaborolane (1.37 g), a 2M aqueous solution of sodium carbonate (10 ml), tricyclohexylphosphine (197 mg) and palladium acetate (79 mg) at room temperature, and the mixture was stirred at reflux for 3 hours. This reaction mixture was cooled to room temperature, a saturated aqu...